From a dataset of the Open Reaction Database (ORD), a public repository of structured organic reaction records. describe an organic reaction: reactants, conditions, products, and yield The reactants are CCOC(=O)CP(=O)(OCC)OCC, CC1(C)CCc2cc(C=O)ccc2O1, CC#N, [Cl-], [Li+], C1CCC2=NCCCN2CC1. The product is CCOC(=O)C=Cc1ccc2c(c1)CCC(C)(C)O2. Reaction SMILES: [CH3:17][CH2:18][O:19][C:20](=[O:21])[CH2:22][P:23]([O:24][CH2:25][CH3:26])([O:27][CH2:28][CH3:29])=[O:30].[CH3:1][C:2]1([CH3:14])[O:3][c:4]2[cH:5][cH:6][c:7]([CH:12]=[O:13])[cH:8][c:9]2[CH2:10][CH2:11]1.[CH3:42][C:43]#[N:44].[Cl-:16].[Li+:15].[N:31]12[CH2:32][CH2:33][CH2:34][N:35]=[C:36]1[CH2:37][CH2:38][CH2:39][CH2:40][CH2:41]2>>[CH3:1][C:2]1([CH3:14])[O:3][c:4]2[cH:5][cH:6][c:7]([CH:12]=[CH:22][C:20]([O:19][CH2:18][CH3:17])=[O:21])[cH:8][c:9]2[CH2:10][CH2:11]1. Starting materials: Cl.C1(=CC=CC=C1)N1C[C@@H](CC1)NC1=CC=C(C=N1)/C=C/C(=O)O ((2E)-3-(6-{[(3R)-1-phenyl-3-pyrrolidinyl]amino}-3-pyridinyl)acrylic acid hydrochloride), O1C(CCCC1)ON (O-tetrahydro-2H-pyran-2-ylhydroxylamine), ON1N=NC2=C1C=CC=C2 (1-hydroxybenzotriazole), CN(CCCN=C=NCC)C (1-(3-dimethylaminopropyl)-3-ethylcarbodiimide), C(=O)(O)[O-].[Na+] (NaHCO3). Run in CN(C=O)C (N,N-dimethylformamide), O (water). Conditions: time 8 hour. The product is C1(=CC=CC=C1)N1C[C@@H](CC1)NC1=NC=CC=C1C1CCCC(O1)ONC(C=C)=O (6-{([(3R)-1-phenyl-3-pyrrolidinyl]amino}-3-pyridinyl)-N-(tetrahydro-2H-pyran-2-yloxy)acrylamide). As a reaction SMILES: Cl.[C:2]1([N:8]2[CH2:12][CH2:11][C@@H:10]([NH:13][C:14]3[N:19]=[CH:18][C:17](/C=C/C(O)=O)=[CH:16][CH:15]=3)[CH2:9]2)[CH:7]=[CH:6][CH:5]=[CH:4][CH:3]=1.[O:25]1[CH2:30][CH2:29][CH2:28][CH2:27][CH:26]1[O:31][NH2:32].ON1[C:38]2C=CC=[CH:42][C:37]=2N=N1.CN(C)CCCN=C=NCC.C([O-])(O)=[O:55].[Na+]>CN(C)C=O.O>[C:2]1([N:8]2[CH2:12][CH2:11][C@@H:10]([NH:13][C:14]3[C:15]([CH:30]4[O:25][CH:26]([O:31][NH:32][C:42](=[O:55])[CH:37]=[CH2:38])[CH2:27][CH2:28][CH2:29]4)=[CH:16][CH:17]=[CH:18][N:19]=3)[CH2:9]2)[CH:3]=[CH:4][CH:5]=[CH:6][CH:7]=1 |f:0.1,5.6|. Procedure details: To a solution of (2E)-3-(6-{[(3R)-1-phenyl-3-pyrrolidinyl]amino}-3-pyridinyl)acrylic acid hydrochloride (37 mg), O-tetrahydro-2H-pyran-2-ylhydroxylamine (19 mg), and 1-hydroxybenzotriazole (22 mg) in N,N-dimethylformamide (1 mL) was added 1-(3-dimethylaminopropyl)-3-ethylcarbodiimide (25 mg) at 4° C. The mixture was warmed to ambient temperature and stirred for 8 hours. The reaction mixture was added saturated NaHCO3 (1 mL) and water (4 mL). A resulting precipitate was collected by filtration, a...